This data is from the Open Reaction Database (ORD), a public repository of structured organic reaction records. The task is: describe an organic reaction: reactants, conditions, products, and yield Reactants: CC(=O)O, [Zn], O=C(Nc1ccccn1)OCCOc1ccc(C2CCN(C(=O)OCC(Cl)(Cl)Cl)CC2OCc2ccc3ccccc3c2)cc1. Product: O=C(Nc1ccccn1)OCCOc1ccc(C2CCNCC2OCc2ccc3ccccc3c2)cc1. Reaction SMILES: [CH3:46][C:47](=[O:48])[OH:49].[Zn:50].[cH:1]1[c:2]([CH2:11][O:12][CH:13]2[CH2:14][N:15]([C:38]([O:39][CH2:40][C:41]([Cl:42])([Cl:43])[Cl:44])=[O:45])[CH2:16][CH2:17][CH:18]2[c:19]2[cH:20][cH:21][c:22]([O:25][CH2:26][CH2:27][O:28][C:29]([NH:30][c:31]3[n:32][cH:33][cH:34][cH:35][cH:36]3)=[O:37])[cH:23][cH:24]2)[cH:3][cH:4][c:5]2[cH:6][cH:7][cH:8][cH:9][c:10]12>>[cH:1]1[c:2]([CH2:11][O:12][CH:13]2[CH2:14][NH:15][CH2:16][CH2:17][CH:18]2[c:19]2[cH:20][cH:21][c:22]([O:25][CH2:26][CH2:27][O:28][C:29]([NH:30][c:31]3[n:32][cH:33][cH:34][cH:35][cH:36]3)=[O:37])[cH:23][cH:24]2)[cH:3][cH:4][c:5]2[cH:6][cH:7][cH:8][cH:9][c:10]12. Starting materials: C1CCOC1, ClCCl, C[Si](C)(C)C#N, COc1ccc(C(C)=O)cc1, Cl, [I-], [I-], [Zn+2]. The product is COc1ccc(C(C)(O)CN)cc1. Reaction SMILES: [CH2:18]1[O:19][CH2:20][CH2:21][CH2:22]1.[CH2:24]([Cl:25])[Cl:26].[CH3:1][Si:2]([CH3:3])([CH3:4])[C:5]#[N:6].[CH3:7][O:8][c:9]1[cH:10][cH:11][c:12]([C:15]([CH3:16])=[O:17])[cH:13][cH:14]1.[ClH:23].[I-:27].[I-:29].[Zn+2:28]>>[CH2:5]([NH2:6])[C:15]([c:12]1[cH:11][cH:10][c:9]([O:8][CH3:7])[cH:14][cH:13]1)([CH3:16])[OH:17].